The task is: describe an organic reaction: reactants, conditions, products, and yield. This data is from the Open Reaction Database (ORD), a public repository of structured organic reaction records. Reactants: C(C)OC(CC(C(C1=CC=C(C=C1)Cl)=O)C(C1=CC=C(C=C1)Cl)=O)=O (3,3-bis-(p-chlorobenzoyl)-propionic acid ethyl ester), C1(=CC=CC=C1)NN (phenylhydrazine), C(C)(=O)O (acetic acid). The solvent is C1=CC=CC=C1 (benzene). The product is C(C)OC(CC=1C(=NN(C1C1=CC=C(C=C1)Cl)C1=CC=CC=C1)C1=CC=C(C=C1)Cl)=O (1-phenyl-3,5-bis-(p-chlorophenyl)-pyrazol-4-acetic acid ethyl ester). Isolated yield 91.0%. As a reaction SMILES: [CH2:1]([O:3][C:4](=[O:25])[CH2:5][CH:6]([C:16](=O)[C:17]1[CH:22]=[CH:21][C:20]([Cl:23])=[CH:19][CH:18]=1)[C:7](=O)[C:8]1[CH:13]=[CH:12][C:11]([Cl:14])=[CH:10][CH:9]=1)[CH3:2].[C:26]1([NH:32][NH2:33])[CH:31]=[CH:30][CH:29]=[CH:28][CH:27]=1.C(O)(=O)C>C1C=CC=CC=1>[CH2:1]([O:3][C:4](=[O:25])[CH2:5][C:6]1[C:16]([C:17]2[CH:22]=[CH:21][C:20]([Cl:23])=[CH:19][CH:18]=2)=[N:33][N:32]([C:26]2[CH:31]=[CH:30][CH:29]=[CH:28][CH:27]=2)[C:7]=1[C:8]1[CH:13]=[CH:12][C:11]([Cl:14])=[CH:10][CH:9]=1)[CH3:2]. Procedure details: 12.0 grams 3,3-bis-(p-chlorobenzoyl)-propionic acid ethyl ester, 3.9 grams phenylhydrazine and 2.7 grams glacial acetic acid were mixed and the mixture was heated in a nitrogen atmosphere to the boiling temperature under reflux for 6 hours. To the reaction mixture were then added benzene, and the pH was adjusted to 2-3, followed by extraction with water. The benzene was evaporated from the benzene phase and the dry, crystalline residue was recrystallized from a mixture of cyclohexane and petrole... Reactants: COCCBr, CN(C)C=O, [H-], Cc1cc(N2CCCCCC2)c2ccc(CO)cc2n1, [Na+]. Product: COCCOCc1ccc2c(N3CCCCCC3)cc(C)nc2c1. Reaction SMILES: [Br:23][CH2:24][CH2:25][O:26][CH3:27].[CH3:28][N:29]([CH3:30])[CH:31]=[O:32].[H-:1].[N:3]1([c:10]2[cH:11][c:12]([CH3:22])[n:13][c:14]3[cH:15][c:16]([CH2:20][OH:21])[cH:17][cH:18][c:19]23)[CH2:4][CH2:5][CH2:6][CH2:7][CH2:8][CH2:9]1.[Na+:2]>>[N:3]1([c:10]2[cH:11][c:12]([CH3:22])[n:13][c:14]3[cH:15][c:16]([CH2:20][O:21][CH2:24][CH2:25][O:26][CH3:27])[cH:17][cH:18][c:19]23)[CH2:4][CH2:5][CH2:6][CH2:7][CH2:8][CH2:9]1. The reactants are BrC=1C=C2C(=CC1)OC=1C=NC(=CC1[C@]21COCC(=N1)N)Cl ((S)-7-bromo-3-chloro-2′,6′-dihydrospiro[chromeno[2,3-c]pyridine-5,3′-[1,4]oxazin]-5′-amine), CC(CO)(C)C (2,2-dimethylpropan-1-ol), C1COCCOCCOCCOCCOCCO1 (18-crown-6), [OH-].[K+] (potassium hydroxide). Reaction conditions: time 24 hour. Yields the product BrC=1C=C2C(=CC1)OC=1C=NC(=CC1[C@]21COCC(=N1)N)OC ((S)-7-bromo-3-methoxy-2′,6′-dihydrospiro[chromeno[2,3-c]pyridine-5,3′-[1,4]oxazin]-5′-amine). Isolated yield 52.9%. As a reaction SMILES: [Br:1][C:2]1[CH:3]=[C:4]2[C@:15]3([N:20]=[C:19]([NH2:21])[CH2:18][O:17][CH2:16]3)[C:14]3[CH:13]=[C:12](Cl)[N:11]=[CH:10][C:9]=3[O:8][C:5]2=[CH:6][CH:7]=1.CC(C)(C)[CH2:25][OH:26].C1OCCOCCOCCOCCOCCOC1.[OH-].[K+]>>[Br:1][C:2]1[CH:3]=[C:4]2[C@:15]3([N:20]=[C:19]([NH2:21])[CH2:18][O:17][CH2:16]3)[C:14]3[CH:13]=[C:12]([O:26][CH3:25])[N:11]=[CH:10][C:9]=3[O:8][C:5]2=[CH:6][CH:7]=1 |f:3.4|. Reported procedure: A microwave vial was charged with (S)-7-bromo-3-chloro-2′,6′-dihydrospiro[chromeno[2,3-c]pyridine-5,3′-[1,4]oxazin]-5′-amine (1.2557 g, 3.30 mmol), 2,2-dimethylpropan-1-ol (0.914 g, 10.37 mmol), 18-crown-6 (0.087 g, 0.330 mmol), and potassium hydroxide (0.925 g, 16.50 mmol) (freshly ground). The vial was flushed with Ar (g), then dioxane (6.60 mL) was added. The vial was sealed and placed in a 120° C. oil bath and stirred for 24 hours. The reaction mixture was diluted with water and a small amou... The product is ClC1=C(C(=O)N[C@@H](CNC(C2=CC(=CC=C2)OC)=O)C(=O)O)C=CC(=C1)C(=O)NCC1=CC(=CC=C1)O (N-[2-chloro-4-[[[(3-hydroxyphenyl)methyl]amino]carbonyl]benzoyl]-3-(3-methoxybenzoyl)amino-L-alanine). Starting materials: ClC1=C(C(=O)N[C@@H](CNC(C2=CC(=CC=C2)C(=O)OC)=O)C(=O)O)C=CC(=C1)C(=O)NCC1=CC(=CC=C1)O (N-[2-chloro-4-[[[(3-hydroxyphenyl)methyl]amino]carbonyl]benzoyl]-3-[3-(methoxycarbonyl)benzoyl]amino-L-alanine), C(C)(=O)OC1=C(C(=O)NC[C@H](NC(C2=C(C=C(C=C2)C(=O)NCC2=CC(=CC=C2)O)Cl)=O)C(=O)O)C=CC=C1 (3-(2-acetoxybenzoyl)amino-N-[2-chloro-4-[[[(3-hydroxyphenyl)methyl]amino]carbonyl]benzoyl]-L-alanine), ClC1=C(C(=O)N[C@@H](CNC(C2=CC=C(C=C2)OC)=O)C(=O)O)C=CC(=C1)C(=O)NCC1=CC(=CC=C1)O (N-[2-chloro-4-[[[(3-hydroxyphenyl)methyl]amino]carbonyl]benzoyl]-3-(4-methoxybenzoyl)amino-L-alanine), 2-chloro-4-[[[(3-hydroxyphenyl)methyl]aminolcarbonyl]benzoyl]-3-(3 ,4,5-trimethoxybenzoyl)amino-L-alanine, ClC1=C(C(=O)N[C@@H](CNC(C2=CC=C(C=C2)OCC)=O)C(=O)O)C=CC(=C1)C(=O)NCC1=CC(=CC=C1)O (N-[2-chloro-4-[[[(3-hydroxyphenyl)methyl]amino]carbonyl]benzoyl]-3-(4-ethoxybenzoyl)amino-L-alanine), ClC1=C(C(=O)N[C@@H](CNC(C2=C(C=CC=C2)OC)=O)C(=O)O)C=CC(=C1)C(=O)NCC1=CC(=CC=C1)O (N-[2-chloro-4-[[[(3-hydroxyphenyl)methyl]amino]carbonyl]benzoyl]-3-(2-methoxybenzoyl)amino-L-alanine), ClC1=C(C(=O)N[C@@H](CNC(C2=CC=C(C=C2)OCCCCC)=O)C(=O)O)C=CC(=C1)C(=O)NCC1=CC(=CC=C1)O (N-[2-chloro-4-[[[(3-hydroxyphenyl)methyl]amino]carbonyl]benzoyl]-3-(4-pentyloxybenzoyl)amino-L-alanine). Reported procedure: 3-(2-acetoxybenzoyl)amino-N-[2-chloro-4-[[[(3-hydroxyphenyl)methyl]amino]carbonyl]benzoyl]-L-alanine; N-[2-chloro-4-[[[(3-hydroxyphenyl)methyl]amino]carbonyl]benzoyl]-3-(4-ethoxybenzoyl)amino-L-alanine; N-[2-chloro-4-[[[(3-hydroxyphenyl)methyl]amino]carbonyl]benzoyl]-3-(2-methoxybenzoyl)amino-L-alanine; N-[2-chloro-4-[[[(3-hydroxyphenyl)methyl]amino]carbonyl]benzoyl]-3-(4-methoxybenzoyl)amino-L-alanine; N-[2-chloro-4-[[[(3-hydroxyphenyl)methyl]amino]carbonyl]benzoyl]-3-[3-(methoxycarbonyl)benzoy... RXN SMILES: C(O[C:5]1[CH:39]=[CH:38][CH:37]=[CH:36][C:6]=1[C:7]([NH:9][CH2:10][C@@H:11]([C:33]([OH:35])=[O:34])[NH:12][C:13](=[O:32])[C:14]1[CH:19]=[CH:18][C:17]([C:20]([NH:22][CH2:23][C:24]2[CH:29]=[CH:28][CH:27]=[C:26]([OH:30])[CH:25]=2)=[O:21])=[CH:16][C:15]=1[Cl:31])=[O:8])(=O)C.ClC1C=C(C(NCC2C=CC=C(O)C=2)=O)C=CC=1[C:43](N[C@H](C(O)=O)CNC(=O)C1C=CC(OCC)=CC=1)=[O:44].ClC1C=C(C(NCC2C=CC=C(O)C=2)=O)C=CC=1C(N[C@H](C(O)=O)CNC(=O)C1C=CC=CC=1OC)=O.ClC1C=C(C(NCC2C=CC=C(O)C=2)=O)C=CC=1C(N[C@H](C(O)=O)CNC(=O)C1C=CC(OC)=CC=1)=O.ClC1C=C(C(NCC2C=CC=C(O)C=2)=O)C=CC=1C(N[C@H](C(O)=O)CNC(=O)C1C=CC=C(C(OC)=O)C=1)=O.ClC1C=C(C(NCC2C=CC=C(O)C=2)=O)C=CC=1C(N[C@H](C(O)=O)CNC(=O)C1C=CC(OCCCCC)=CC=1)=O>>[Cl:31][C:15]1[CH:16]=[C:17]([C:20]([NH:22][CH2:23][C:24]2[CH:29]=[CH:28][CH:27]=[C:26]([OH:30])[CH:25]=2)=[O:21])[CH:18]=[CH:19][C:14]=1[C:13]([NH:12][C@H:11]([C:33]([OH:35])=[O:34])[CH2:10][NH:9][C:7](=[O:8])[C:6]1[CH:5]=[CH:39][CH:38]=[C:37]([O:44][CH3:43])[CH:36]=1)=[O:32].